Dataset: the Open Reaction Database (ORD), a public repository of structured organic reaction records. Task: describe an organic reaction: reactants, conditions, products, and yield Reactants: CS(C)=O, ClCCCCCCOC(c1ccccc1)(c1ccccc1)c1ccccc1, OCCCCCCCl, Cl, O, ClC(c1ccccc1)(c1ccccc1)c1ccccc1. Yields the product C#CCCCCCCOC(c1ccccc1)(c1ccccc1)c1ccccc1. Reaction SMILES: [CH3:58][S:59]([CH3:60])=[O:61].[Cl:1][CH2:2][CH2:3][CH2:4][CH2:5][CH2:6][CH2:7][O:8][C:9]([c:10]1[cH:11][cH:12][cH:13][cH:14][cH:15]1)([c:16]1[cH:17][cH:18][cH:19][cH:20][cH:21]1)[c:22]1[cH:23][cH:24][cH:25][cH:26][cH:27]1.[Cl:28][CH2:29][CH2:30][CH2:31][CH2:32][CH2:33][CH2:34][OH:35].[ClH:56].[OH2:57].[c:36]1([C:37]([Cl:38])([c:39]2[cH:40][cH:41][cH:42][cH:43][cH:44]2)[c:45]2[cH:46][cH:47][cH:48][cH:49][cH:50]2)[cH:51][cH:52][cH:53][cH:54][cH:55]1>>[CH2:2]([CH2:3][CH2:4][CH2:5][CH2:6][CH2:7][O:8][C:9]([c:10]1[cH:11][cH:12][cH:13][cH:14][cH:15]1)([c:16]1[cH:17][cH:18][cH:19][cH:20][cH:21]1)[c:22]1[cH:23][cH:24][cH:25][cH:26][cH:27]1)[C:29]#[CH:30]. Starting materials: C(C)(C)C1=C(C(=C2N1N=CC1=CC=CC=C21)C2=CC=CC=C2)C/C=C/O ((E)-3-(3-isopropyl-1-phenylpyrrolo[2,1-a]-phthalazin-2-yl)propen-1-ol). The reagents and catalysts are [O-2].[O-2].[Mn+4] (manganese dioxide). The solvent is C(C)OCC (diethyl ether). Reaction conditions: time 2 hour. Yields the product C(C)(C)C1=C(C(=C2N1N=CC1=CC=CC=C21)C2=CC=CC=C2)/C=C/C=O ((E)-3-(3-isopropyl-1-phenylpyrrolo[2,1-a]phthalazin-2-yl)propenal). Isolated yield 73.2%. RXN SMILES: [CH:1]([C:4]1[N:8]2[N:9]=[CH:10][C:11]3[C:16]([C:7]2=[C:6]([C:17]2[CH:22]=[CH:21][CH:20]=[CH:19][CH:18]=2)[C:5]=1[CH2:23]/[CH:24]=[CH:25]/[OH:26])=[CH:15][CH:14]=[CH:13][CH:12]=3)([CH3:3])[CH3:2]>C(OCC)C.[O-2].[O-2].[Mn+4]>[CH:1]([C:4]1[N:8]2[N:9]=[CH:10][C:11]3[C:16]([C:7]2=[C:6]([C:17]2[CH:22]=[CH:21][CH:20]=[CH:19][CH:18]=2)[C:5]=1/[CH:23]=[CH:24]/[CH:25]=[O:26])=[CH:15][CH:14]=[CH:13][CH:12]=3)([CH3:3])[CH3:2] |f:2.3.4|. Reported procedure: A mixture of activated manganese dioxide (2.18 g) and (E)-3-(3-isopropyl-1-phenylpyrrolo[2,1-a]-phthalazin-2-yl)propen-1-ol (0.77 g) in anhydrous diethyl ether (50 ml) was stirred at the ambient temperature under an atmosphere of argon for 2 hours. The suspension was then filtered and the solid was washed thoroughly with diethyl ether (4×25 ml). The filtrate was evaporated, to give a yellow oil, which was triturated with a mixture of petroleum ether (b.p. 40°-60° C.) and diethyl ether (5 ml; 3:1... The reactants are [BH4-].[Na+] (NaBH4), C(C)N1N=C(C=C1C=1C=C(C#N)C=CC1)C=O (3-(1-ethyl-3-formyl-1H-pyrazol-5-yl)-benzonitrile), [NH4+].[Cl-] (NH4Cl). The solvent is CCO (EtOH). Conditions: time 30 minute. Product: C(C)N1N=C(C=C1C=1C=C(C#N)C=CC1)CO (3-(1-Ethyl-3-hydroxymethyl-1H-pyrazol-5-yl)-benzonitrile). Yield: 99.3%. Reaction SMILES: [BH4-].[Na+].[CH2:3]([N:5]1[C:9]([C:10]2[CH:11]=[C:12]([CH:15]=[CH:16][CH:17]=2)[C:13]#[N:14])=[CH:8][C:7]([CH:18]=[O:19])=[N:6]1)[CH3:4].[NH4+].[Cl-]>CCO>[CH2:3]([N:5]1[C:9]([C:10]2[CH:11]=[C:12]([CH:15]=[CH:16][CH:17]=2)[C:13]#[N:14])=[CH:8][C:7]([CH2:18][OH:19])=[N:6]1)[CH3:4] |f:0.1,3.4|. Reported procedure: NaBH4 (252 mg, 6.6 mmol) was added portionwise to a stirred solution of 3-(1-ethyl-3-formyl-1H-pyrazol-5-yl)-benzonitrile (1.5 g, 6.6 mmol) in EtOH (25 mL) at 0° C. The mixture was warmed to RT and stirred for a further 30 min., NH4Cl solution (10 ml) was added, the EtOH removed under reduced pressure, H2O (30 mL) added, and the aqueous mixture extracted with EtOAc (2×70 mL). The combined organic extracts were washed with brine (25 mL), dried (MgSO4) and concentrated under reduced pressure to yi...